This data is from the Open Reaction Database (ORD), a public repository of structured organic reaction records. The task is: describe an organic reaction: reactants, conditions, products, and yield Starting materials: O=C([O-])[O-], N#Cc1ccccc1O, CO, COC=C(C(=O)OC)c1ccccc1Oc1cc(Cl)ncn1, [K+], [K+]. Yields the product COC=C(C(=O)OC)c1ccccc1Oc1cc(Oc2ccccc2C#N)ncn1. As a reaction SMILES: [C:10](=[O:11])([O-:12])[O-:13].[C:1](#[N:2])[c:3]1[c:4]([OH:9])[cH:5][cH:6][cH:7][cH:8]1.[CH3:38][OH:39].[Cl:16][c:17]1[cH:18][c:19]([O:23][c:24]2[c:25]([C:30]([C:31](=[O:32])[O:33][CH3:34])=[CH:35][O:36][CH3:37])[cH:26][cH:27][cH:28][cH:29]2)[n:20][cH:21][n:22]1.[K+:14].[K+:15]>>[C:1](#[N:2])[c:3]1[c:4]([O:9][c:17]2[cH:18][c:19]([O:23][c:24]3[c:25]([C:30]([C:31](=[O:32])[O:33][CH3:34])=[CH:35][O:36][CH3:37])[cH:26][cH:27][cH:28][cH:29]3)[n:20][cH:21][n:22]2)[cH:5][cH:6][cH:7][cH:8]1. The reactants are C, CC(=O)[O-], CC(C)O, Cc1c(-c2ccccc2)oc2c(C(=O)O)cc(Cl)cc2c1=O, [H][H], [Na+], [Pd]. Product: Cc1c(-c2ccccc2)oc2c(C(=O)O)cccc2c1=O. As a reaction SMILES: [C:30].[CH3:24][C:25](=[O:26])[O-:27].[CH:32]([OH:33])([CH3:34])[CH3:35].[Cl:1][c:2]1[cH:3][c:4]2[c:5](=[O:22])[c:6]([CH3:21])[c:7](-[c:15]3[cH:16][cH:17][cH:18][cH:19][cH:20]3)[o:8][c:9]2[c:10]([C:12](=[O:13])[OH:14])[cH:11]1.[H:28][H:29].[Na+:23].[Pd:31]>>[cH:2]1[cH:3][c:4]2[c:5](=[O:22])[c:6]([CH3:21])[c:7](-[c:15]3[cH:16][cH:17][cH:18][cH:19][cH:20]3)[o:8][c:9]2[c:10]([C:12](=[O:13])[OH:14])[cH:11]1.